From a dataset of the Open Reaction Database (ORD), a public repository of structured organic reaction records. describe an organic reaction: reactants, conditions, products, and yield Starting materials: BrCCCOCc1ccccc1, CC1CNC(=O)CCN1C(=O)OC(C)(C)C, [Na+], C1CCOC1, O=C([O-])O. Yields the product CC1CN(CCCOCc2ccccc2)C(=O)CCN1C(=O)OC(C)(C)C. Reaction SMILES: [Br:17][CH2:18][CH2:19][CH2:20][O:21][CH2:22][c:23]1[cH:24][cH:25][cH:26][cH:27][cH:28]1.[C:1]([CH3:2])([CH3:3])([CH3:4])[O:5][C:6](=[O:7])[N:8]1[CH:9]([CH3:16])[CH2:10][NH:11][C:12](=[O:15])[CH2:13][CH2:14]1.[Na+:29].[O:34]1[CH2:35][CH2:36][CH2:37][CH2:38]1.[OH:30][C:31](=[O:32])[O-:33]>>[C:1]([CH3:2])([CH3:3])([CH3:4])[O:5][C:6](=[O:7])[N:8]1[CH:9]([CH3:16])[CH2:10][N:11]([CH2:18][CH2:19][CH2:20][O:21][CH2:22][c:23]2[cH:24][cH:25][cH:26][cH:27][cH:28]2)[C:12](=[O:15])[CH2:13][CH2:14]1. Reactants: CC1=C(NC2=C(C=CC=C2)CC(=O)O)C(=CC=C1)Cl ([o-(2-methyl-6-chloro-anilino)-phenyl]-acetic acid), OCC1=NC=CC=C1 (2-hydroxymethyl-pyridine), C1(=CC=CC=C1)C (toluene). Reagents/catalysts: S(O)(O)(=O)=O (sulphuric acid). The solvent is O (water). Conditions: temperature 5 celsius. The product is N1=C(C=CC=C1)COC(CC1=C(C=CC=C1)NC1=C(C=CC=C1Cl)C)=O ([o-(2-Methyl-6-chloro-anilino)-phenyl]-acetic acid (2-pyridyl)-methyl ester). RXN SMILES: [CH3:1][C:2]1[CH:18]=[CH:17][CH:16]=[C:15]([Cl:19])[C:3]=1[NH:4][C:5]1[CH:10]=[CH:9][CH:8]=[CH:7][C:6]=1[CH2:11][C:12]([OH:14])=[O:13].O[CH2:21][C:22]1[CH:27]=[CH:26][CH:25]=[CH:24][N:23]=1.C1(C)C=CC=CC=1>S(=O)(=O)(O)O.O>[N:23]1[CH:24]=[CH:25][CH:26]=[CH:27][C:22]=1[CH2:21][O:13][C:12](=[O:14])[CH2:11][C:6]1[CH:7]=[CH:8][CH:9]=[CH:10][C:5]=1[NH:4][C:3]1[C:15]([Cl:19])=[CH:16][CH:17]=[CH:18][C:2]=1[CH3:1]. Procedure: A mixture of 1.0 g of [o-(2-methyl-6-chloro-anilino)-phenyl]-acetic acid, 15 ml of 2-hydroxymethyl-pyridine and 15 ml of anhydrous toluene is treated with 2 drops of concentrated sulphuric acid. The solution is heated to 130°C for 1 hour, during which the resulting water is distilled off azeotropically with the toluene. A further 20 ml of anhydrous toluene are added and again distilled off. The solution is then poured onto 150 g of ice. The mixture is twice extracted with 50 ml of ether at a tim... The reactants are [OH-].[Na+] (sodium hydroxide), FC(C(=O)N[C@@H]1[C@@H](CCCC1)NC(OC(C)(C)C)=O)(F)F (cis-tert-butyl 2-(2,2,2-trifluoroacetamido)cyclohexylcarbamate), CCO (EtOH). RXN SMILES: [OH-].[Na+].FC(F)(F)C([NH:7][C@H:8]1[CH2:13][CH2:12][CH2:11][CH2:10][C@H:9]1[NH:14][C:15](=[O:21])[O:16][C:17]([CH3:20])([CH3:19])[CH3:18])=O.CCO>>[NH2:7][C@H:8]1[CH2:13][CH2:12][CH2:11][CH2:10][C@H:9]1[NH:14][C:15](=[O:21])[O:16][C:17]([CH3:19])([CH3:18])[CH3:20] |f:0.1|. Reported procedure: Aqueous sodium hydroxide (50%, 10 g, 0.125 mole, 5.7 eq) was added to a solution of cis-tert-butyl 2-(2,2,2-trifluoroacetamido)cyclohexylcarbamate in EtOH (about 21.9 mmol). An exotherm from 20 to 37° C. was observed and a fine white slurry formed. The reaction mixture was stirred overnight, during which further solids precipitated out of solution. The solvent volume was concentrated under reduced pressure to about 10 to 15 mL and then IPAc (40 mL) and water (30 mL) were added to form a clean bi... Conditions: time 8 hour. Product: N[C@@H]1[C@@H](CCCC1)NC(OC(C)(C)C)=O (cis-tert-Butyl 2-aminocyclohexylcarbamate).